Dataset: the Open Reaction Database (ORD), a public repository of structured organic reaction records. Task: describe an organic reaction: reactants, conditions, products, and yield The reactants are C(C)(C)(C)OC(=O)NC1CC(C(C1)C1=CC=CC=C1)C=O ((SR)-((t-butoxycarbonyl)amino)-3-(SR)-(formyl)-4-(SR)-phenylcyclopentane), Cl.[N+](=O)([O-])C1=CC=C(COC(=O)N(CC=C)C2CCNCC2)C=C1 (4-(N-(4-nitrobenzyloxycarbonyl)(N-allyl)amino)piperidine hydrochloride), CCN(C(C)C)C(C)C (DIPEA), C(C)(=O)O[BH-](OC(C)=O)OC(C)=O.[Na+] (sodium triacetoxyborohydride). The solvent is ClCCCl (1,2-dichloroethane), C(Cl)Cl (methylene chloride). Run at time 15 minute. The product is C(C)(C)(C)OC(=O)NC1CC(C(C1)C1=CC=CC=C1)CN1CCC(CC1)N(CC=C)C(=O)OCC1=CC=C(C=C1)[N+](=O)[O-] (1-(SR)-((t-Butoxycarbonyl)amino)-3-(SR)-((4-(N-(4-nitrobenzyloxycarbonyl)-N-(allyl)amino)piperidin-1-yl)methyl)-4-(SR)-phenylcyclopentane). Yield: 101.2%. Reaction SMILES: [C:1]([O:5][C:6]([NH:8][CH:9]1[CH2:13][CH:12]([C:14]2[CH:19]=[CH:18][CH:17]=[CH:16][CH:15]=2)[CH:11]([CH:20]=O)[CH2:10]1)=[O:7])([CH3:4])([CH3:3])[CH3:2].Cl.[N+:23]([C:26]1[CH:45]=[CH:44][C:29]([CH2:30][O:31][C:32]([N:34]([CH:38]2[CH2:43][CH2:42][NH:41][CH2:40][CH2:39]2)[CH2:35][CH:36]=[CH2:37])=[O:33])=[CH:28][CH:27]=1)([O-:25])=[O:24].CCN(C(C)C)C(C)C.C(O[BH-](OC(=O)C)OC(=O)C)(=O)C.[Na+]>ClCCCl.C(Cl)Cl>[C:1]([O:5][C:6]([NH:8][CH:9]1[CH2:13][CH:12]([C:14]2[CH:19]=[CH:18][CH:17]=[CH:16][CH:15]=2)[CH:11]([CH2:20][N:41]2[CH2:42][CH2:43][CH:38]([N:34]([C:32]([O:31][CH2:30][C:29]3[CH:28]=[CH:27][C:26]([N+:23]([O-:25])=[O:24])=[CH:45][CH:44]=3)=[O:33])[CH2:35][CH:36]=[CH2:37])[CH2:39][CH2:40]2)[CH2:10]1)=[O:7])([CH3:4])([CH3:2])[CH3:3] |f:1.2,4.5|. Procedure: To a solution of 1-((SR)-((t-butoxycarbonyl)amino)-3-(SR)-(formyl)-4-(SR)-phenylcyclopentane (from Step G, derived from Higher Rf isomer in Step E) (30 mg, 0.11 mmol) in 1,2-dichloroethane (3 mL) was added 4-(N-(4-nitrobenzyloxycarbonyl)(N-allyl)amino)piperidine hydrochloride (45 mg, 0.126 mmol) and DIPEA (0.022 mL, 0.126 mmol). After 15 min, sodium triacetoxyborohydride (45 mg, 0.22 mmol) was added and the reaction was stirred at RT for 6 h. The reaction was diluted with methylene chloride, que... The reactants are BrCCC(C1=CC=CC=C1)NC(=O)OC(C)(C)C (3-bromo-1-(tert-butoxycarbonyl)amino-1-phenyl propane), C1(=CC=CC=C1)C(O)C1CCNCC1 (phenyl-piperidin-4-yl-methanol). Product: hexamethyleneimine, NC(CCN1CCC(CC1)C(O)C1=CC=CC=C1)C1=CC=CC=C1 ([1-(3-Amino-3-phenyl-propyl)-piperidin-4-yl]-phenyl-methanol). Reaction SMILES: Br[CH2:2][CH2:3][CH:4]([NH:11]C(OC(C)(C)C)=O)[C:5]1[CH:10]=[CH:9][CH:8]=[CH:7][CH:6]=1.[C:19]1([CH:25]([CH:27]2[CH2:32][CH2:31][NH:30][CH2:29][CH2:28]2)[OH:26])[CH:24]=[CH:23][CH:22]=[CH:21][CH:20]=1>>[NH2:11][CH:4]([C:5]1[CH:6]=[CH:7][CH:8]=[CH:9][CH:10]=1)[CH2:3][CH2:2][N:30]1[CH2:29][CH2:28][CH:27]([CH:25]([C:19]2[CH:24]=[CH:23][CH:22]=[CH:21][CH:20]=2)[OH:26])[CH2:32][CH2:31]1. Procedure details: The procedure given in Example 2 except for the formation of salts was followed using 3-bromo-1-(tert-butoxycarbonyl)amino-1-phenyl propane and phenyl-piperidin-4-yl-methanol as reactants, instead of d-1-bromo-2-(tert-butoxycarbonyl)amino-3-phenyl propane and hexamethyleneimine to give [1-(3-Amino-3-phenyl-propyl)-piperidin-4-yl]-phenyl-methanol. Reactants: N1(CCCC1)CCN1NC2=CC=C(C=C2C1)N (2-(2-pyrrolidin-1-yl-ethyl)-1H-indazol-5-ylamine), O(C1=CC=CC=C1)C1=CC=C(C=C1)N=C=O (4-phenoxyphenyl isocyanate). Run in C1CCOC1 (THF). Reaction conditions: temperature 50 celsius, time 1 hour. The product is O(C1=CC=CC=C1)C1=CC=C(C=C1)NC(=O)NC=1C=C2C=NN(C2=CC1)CCN1CCCC1 (N-(4-phenoxyphenyl)-N′-[1-(2-pyrrolidin-1-ylethyl)-1H-indazol-5-yl]urea). As a reaction SMILES: [N:1]1([CH2:6][CH2:7][N:8]2[CH2:16][C:15]3[C:10](=[CH:11][CH:12]=[C:13]([NH2:17])[CH:14]=3)[NH:9]2)[CH2:5][CH2:4][CH2:3][CH2:2]1.[O:18]([C:25]1[CH:30]=[CH:29][C:28]([N:31]=[C:32]=[O:33])=[CH:27][CH:26]=1)[C:19]1[CH:24]=[CH:23][CH:22]=[CH:21][CH:20]=1>C1COCC1>[O:18]([C:25]1[CH:26]=[CH:27][C:28]([NH:31][C:32]([NH:17][C:13]2[CH:14]=[C:15]3[C:16](=[CH:11][CH:12]=2)[N:8]([CH2:7][CH2:6][N:1]2[CH2:2][CH2:3][CH2:4][CH2:5]2)[N:9]=[CH:10]3)=[O:33])=[CH:29][CH:30]=1)[C:19]1[CH:20]=[CH:21][CH:22]=[CH:23][CH:24]=1. Reported procedure: A mixture of 2-(2-pyrrolidin-1-yl-ethyl)-1H-indazol-5-ylamine (0.100 g, 0.434 mmol) and 4-phenoxyphenyl isocyanate (0.0917 g, 0.434 mmol) in 6 mL of THF was stirred at 50° C. for 1 hour, cooled to room temperature and concentrated under reduced pressure. The residue was triturated in diethyl ether and collected by filtration to provide the title compound. 1H NMR (300 MHz, DMSO-D6) δ ppm 1.63 (m, 4 H), 2.44 (m, J=6.44 Hz, 4 H), 2.86 (t, J=6.61 Hz, 2 H), 4.46 (t, J=6.78 Hz, 2 H), 6.97 (m, 4 H), 7.... Reactants: C1CCOC1, [Li]CCCC, O=C(Cl)Oc1ccc([N+](=O)[O-])cc1, CC1OC(=O)NC1c1ccc(F)c(F)c1, NCCCN1CCC(c2ccc(F)cc2)CC1, O. Product: CC1OC(=O)N(C(=O)NCCCN2CCC(c3ccc(F)cc3)CC2)C1c1ccc(F)c(F)c1. As a reaction SMILES: [CH2:38]1[CH2:40][CH2:39][CH2:41][O:42]1.[CH3:16][CH2:17][CH2:18][CH2:19][Li:20].[Cl:43][C:44]([O:45][c:46]1[cH:47][cH:48][c:49]([N+:50]([O-:51])=[O:52])[cH:53][cH:54]1)=[O:55].[F:1][c:2]1[cH:3][c:4]([CH:9]2[NH:10][C:11](=[O:15])[O:12][CH:13]2[CH3:14])[cH:5][cH:6][c:7]1[F:8].[F:21][c:22]1[cH:23][cH:24][c:25]([CH:28]2[CH2:29][CH2:30][N:31]([CH2:34][CH2:35][CH2:36][NH2:37])[CH2:32][CH2:33]2)[cH:26][cH:27]1.[OH2:56]>>[F:1][c:2]1[cH:3][c:4]([CH:9]2[N:10]([C:41]([NH:37][CH2:36][CH2:35][CH2:34][N:31]3[CH2:30][CH2:29][CH:28]([c:25]4[cH:24][cH:23][c:22]([F:21])[cH:27][cH:26]4)[CH2:33][CH2:32]3)=[O:42])[C:11](=[O:15])[O:12][CH:13]2[CH3:14])[cH:5][cH:6][c:7]1[F:8]. Reactants: BrCC1=CC=C(C=C1)CCN1C(C=C(C=C1)OCC1=C(C=CC=C1)F)=O (1-[2-(4-bromomethyl-phenyl)ethyl]-4-(2-fluoro-benzyloxy)-1H-pyridin-2-one), N1CCC(CC1)NC(C)=O (N-piperidin-4-yl-acetamide), C(C)N(C(C)C)C(C)C (N-ethyl-diisopropylamine). Product: FC1=C(COC2=CC(N(C=C2)CCC2=CC=C(CN3CCC(CC3)NC(C)=O)C=C2)=O)C=CC=C1 (N-[1-(4-{2-[4-(2-Fluoro-benzyloxy)-2-oxo-2H-pyridin-1-yl]-ethyl}-benzyl)-piperidin-4-yl]-acetamide). As a reaction SMILES: Br[CH2:2][C:3]1[CH:8]=[CH:7][C:6]([CH2:9][CH2:10][N:11]2[CH:16]=[CH:15][C:14]([O:17][CH2:18][C:19]3[CH:24]=[CH:23][CH:22]=[CH:21][C:20]=3[F:25])=[CH:13][C:12]2=[O:26])=[CH:5][CH:4]=1.[NH:27]1[CH2:32][CH2:31][CH:30]([NH:33][C:34](=[O:36])[CH3:35])[CH2:29][CH2:28]1.C(N(C(C)C)C(C)C)C>>[F:25][C:20]1[CH:21]=[CH:22][CH:23]=[CH:24][C:19]=1[CH2:18][O:17][C:14]1[CH:15]=[CH:16][N:11]([CH2:10][CH2:9][C:6]2[CH:7]=[CH:8][C:3]([CH2:2][N:27]3[CH2:32][CH2:31][CH:30]([NH:33][C:34](=[O:36])[CH3:35])[CH2:29][CH2:28]3)=[CH:4][CH:5]=2)[C:12](=[O:26])[CH:13]=1. Reported procedure: N-[1-(4-{2-[4-(2-Fluoro-benzyloxy)-2-oxo-2H-pyridin-1-yl]-ethyl}-benzyl)-piperidin-4-yl]-acetamide is prepared as example 9.1c from 80 mg (0.19 mmol) 1-[2-(4-bromomethyl-phenyl)ethyl]-4-(2-fluoro-benzyloxy)-1H-pyridin-2-one (example 9.1b), 41 mg (0.29 mmol) N-piperidin-4-yl-acetamide and 84 μL (0.48 mmol) N-ethyl-diisopropylamine as base.